Dataset: the Open Reaction Database (ORD), a public repository of structured organic reaction records. Task: describe an organic reaction: reactants, conditions, products, and yield Reactants: CCCCC(C)(C)C(=O)NCC1OC(C)(C)N(C(=O)OC(C)(C)C)C1CC(COCc1ccccc1)C(C)C, CCO, [H][H]. The product is CCCCC(C)(C)C(=O)NCC1OC(C)(C)N(C(=O)OC(C)(C)C)C1CC(CO)C(C)C. As a reaction SMILES: [CH2:1]([c:2]1[cH:3][cH:4][cH:5][cH:6][cH:7]1)[O:8][CH2:9][CH:10]([CH2:11][CH:12]1[N:13]([C:30](=[O:31])[O:32][C:33]([CH3:34])([CH3:35])[CH3:36])[C:14]([CH3:28])([CH3:29])[O:15][CH:16]1[CH2:17][NH:18][C:19]([C:20]([CH2:21][CH2:22][CH2:23][CH3:24])([CH3:25])[CH3:26])=[O:27])[CH:37]([CH3:38])[CH3:39].[CH3:42][CH2:43][OH:44].[H:40][H:41]>>[OH:8][CH2:9][CH:10]([CH2:11][CH:12]1[N:13]([C:30](=[O:31])[O:32][C:33]([CH3:34])([CH3:35])[CH3:36])[C:14]([CH3:28])([CH3:29])[O:15][CH:16]1[CH2:17][NH:18][C:19]([C:20]([CH2:21][CH2:22][CH2:23][CH3:24])([CH3:25])[CH3:26])=[O:27])[CH:37]([CH3:38])[CH3:39]. The reactants are O1C(=CC=C1)C1=C(C(=NO1)O)C(C)C (5-(2-Furyl)-3-hydroxy-4-isopropylisoxazole), C(C)(C)(C)OC(=O)NCCO (2-(N-tert-butoxycarbonylamino)ethanol). Yields the product C(C)(C)(C)OC(=O)NCCOC1=NOC(=C1C(C)C)C=1OC=CC1 (3-(2-(N-tert-Butoxycarbonylamino)ethoxy)-5-(2-furyl)-4-isopropylisoxazole). Isolated yield 83.3%. Reaction SMILES: [O:1]1[CH:5]=[CH:4][CH:3]=[C:2]1[C:6]1[O:10][N:9]=[C:8]([OH:11])[C:7]=1[CH:12]([CH3:14])[CH3:13].[C:15]([O:19][C:20]([NH:22][CH2:23][CH2:24]O)=[O:21])([CH3:18])([CH3:17])[CH3:16]>>[C:15]([O:19][C:20]([NH:22][CH2:23][CH2:24][O:11][C:8]1[C:7]([CH:12]([CH3:14])[CH3:13])=[C:6]([C:2]2[O:1][CH:5]=[CH:4][CH:3]=2)[O:10][N:9]=1)=[O:21])([CH3:18])([CH3:17])[CH3:16]. Reported procedure: 5-(2-Furyl)-3-hydroxy-4-isopropylisoxazole (0.2 g) and 2-(N-tert-butoxycarbonylamino)ethanol (0.18 g) were subjected to reaction and post-treatment in a similar manner to that described in Example 9(a) to obtain the title compound (0.29 g, 83%) as a colorless powder. The reactants are CC1=C(C(=NN1C1=CC=C(C=C1)CCNC(OC1=CC=CC=C1)=O)C(F)(F)F)C1=CC=CC=C1 (Phenyl 2-{4-[5-methyl-4-phenyl-3-(trifluoromethyl)-1H-pyrazol-1-yl]phenyl}ethylcarbamate), ClC=1C=CC(=NC1)S(=O)(=O)N (5-chloro-2-pyridinesulfonamide). Product: ClC=1C=CC(=NC1)S(=O)(=O)NC(=O)NCCC1=CC=C(C=C1)N1N=C(C(=C1C)C1=CC=CC=C1)C(F)(F)F (5-Chloro-N-{[(2-{4-[5-methyl-4-phenyl-3-(trifluoromethyl)-1H-pyrazol-1-yl]phenyl}ethyl)amino]carbonyl}-2-pyridinesulfonamide). RXN SMILES: [CH3:1][C:2]1[N:6]([C:7]2[CH:12]=[CH:11][C:10]([CH2:13][CH2:14][NH:15][C:16](=O)[O:17]C3C=CC=CC=3)=[CH:9][CH:8]=2)[N:5]=[C:4]([C:25]([F:28])([F:27])[F:26])[C:3]=1[C:29]1[CH:34]=[CH:33][CH:32]=[CH:31][CH:30]=1.[Cl:35][C:36]1[CH:37]=[CH:38][C:39]([S:42]([NH2:45])(=[O:44])=[O:43])=[N:40][CH:41]=1>>[Cl:35][C:36]1[CH:37]=[CH:38][C:39]([S:42]([NH:45][C:16]([NH:15][CH2:14][CH2:13][C:10]2[CH:11]=[CH:12][C:7]([N:6]3[C:2]([CH3:1])=[C:3]([C:29]4[CH:30]=[CH:31][CH:32]=[CH:33][CH:34]=4)[C:4]([C:25]([F:26])([F:27])[F:28])=[N:5]3)=[CH:8][CH:9]=2)=[O:17])(=[O:43])=[O:44])=[N:40][CH:41]=1. Reported procedure: The title compound was prepared according to the procedure described in step 1 of Example 42 from phenyl 2-{4-[5-methyl-4-phenyl-3-(trifluoromethyl)-1H-pyrazol-1-yl]phenyl}ethylcarbamate (step 7 of Example 52) and 5-chloro-2-pyridinesulfonamide: MS (ESI) m/z 564 [M+H]+, 562 [M−H]−, 1H-NMR (CDCl3) δ 78.54 (1H, s), 7.96-7.90 (2H, m), 7.47-7.19 (7H, m), 6.91-6.79 (2H, m), 6.65 (1H, br.s) 5.98 (1H, br.s), 3.44 (2H, t, J=6.6 Hz), 2.83 (2H, t, J=6.7 Hz), 2.20 (3H, s). Reactants: COC=1C=C(C=CC1OC)C1=NN2C(S1)=NC(=C2)C (2-(3,4-dimethoxyphenyl)-6-methylimidazo[2,1-b][1,3,4]thiadiazole), C1CC(=O)N(C1=O)I (NIS). The solvent is C(Cl)Cl (DCM). Run at time 8 hour. Product: COC=1C=C(C=CC1OC)C1=NN2C(S1)=NC(=C2I)C (2-(3,4-Dimethoxy-phenyl)-5-iodo-6-methyl-imidazo[2,1-b][1,3,4]thiadiazole), solid. Yield: 58.0%. Reaction SMILES: [CH3:1][O:2][C:3]1[CH:4]=[C:5]([C:11]2[S:15][C:14]3=[N:16][C:17]([CH3:19])=[CH:18][N:13]3[N:12]=2)[CH:6]=[CH:7][C:8]=1[O:9][CH3:10].C1C(=O)N([I:27])C(=O)C1>C(Cl)Cl>[CH3:1][O:2][C:3]1[CH:4]=[C:5]([C:11]2[S:15][C:14]3=[N:16][C:17]([CH3:19])=[C:18]([I:27])[N:13]3[N:12]=2)[CH:6]=[CH:7][C:8]=1[O:9][CH3:10]. Procedure details: 2-(3,4-dimethoxyphenyl)-6-methylimidazo[2,1-b][1,3,4]thiadiazole (0.346 g, 1.257 mmol) was dissolved in DCM (4.2 mL), and NIS (0.283 mg, 1.257 mmol) was added. The reaction mixture was stirred at RT overnight, quenched with sat. aq. thiosulfate and extracted with DCM. The organic layers were combined and washed with sat. aq. NH4Cl, dried (MgSO4), filtered and concentrated. The residue was suspended in Et2O, and the solid was filtered off, washed with Et2O and dried in vacuo affording the desired... Reactants: OC1CCN(CC(F)(F)F)CC1, CC(C)OC(=O)N=NC(=O)OC(C)C, CCOC(=O)c1cc2cc(O)ccc2[nH]1. Product: CCOC(=O)c1cc2cc(OC3CCN(CC(F)(F)F)CC3)ccc2[nH]1. As a reaction SMILES: [F:16][C:17]([CH2:18][N:19]1[CH2:20][CH2:21][CH:22]([OH:25])[CH2:23][CH2:24]1)([F:26])[F:27].[O:28]=[C:29]([O:30][CH:31]([CH3:32])[CH3:33])[N:34]=[N:35][C:36]([O:37][CH:38]([CH3:39])[CH3:40])=[O:41].[OH:1][c:2]1[cH:3][c:4]2[cH:5][c:6]([C:11](=[O:12])[O:13][CH2:14][CH3:15])[nH:7][c:8]2[cH:9][cH:10]1>>[O:1]([c:2]1[cH:3][c:4]2[cH:5][c:6]([C:11](=[O:12])[O:13][CH2:14][CH3:15])[nH:7][c:8]2[cH:9][cH:10]1)[CH:22]1[CH2:21][CH2:20][N:19]([CH2:18][C:17]([F:16])([F:26])[F:27])[CH2:24][CH2:23]1.